From a dataset of the Open Reaction Database (ORD), a public repository of structured organic reaction records. describe an organic reaction: reactants, conditions, products, and yield Isolated yield 26.9%. Run in C(Cl)Cl (CH2Cl2), C(Cl)Cl (CH2Cl2), CN(C)C=O (DMF), CO (methanol). Reported procedure: A solution of 1-[4-(methylamino)-6-(4-methyl-1-piperazinyl)-1,3,5-triazin-2-yl]-3-piperidinecarboxylic acid (0.18 g, 0.55 mmol, 1.0 equiv), [(2-trifluoromethyl-phenyl)methyl]amine (0.12 g, 0.68 mmol, 1.25 equiv), and dimethylaminopyridine (DMAP, 14 mg, 0.11 mmol, 0.2 equiv) in CH2Cl2 and DMF was cooled to ˜0° C. using an ice bath. Next EDCI (0.16 g, 0.82 mmol, 1.5 equiv) was added. The reaction mixture was stirred at 0° C. for 30 min and at room temperature for an additional 2 hours. The reactio... Reactants: CCN=C=NCCCN(C)C (EDCI), CNC1=NC(=NC(=N1)N1CCN(CC1)C)N1CC(CCC1)C(=O)O (1-[4-(methylamino)-6-(4-methyl-1-piperazinyl)-1,3,5-triazin-2-yl]-3-piperidinecarboxylic acid), FC(C1=C(C=CC=C1)CN)(F)F ([(2-trifluoromethyl-phenyl)methyl]amine), CN(C)C1=NC=CC=C1 (dimethylaminopyridine), crude product. Product: FC(C1=C(C=CC=C1)CNC(=O)C1CN(CCC1)C1=NC(=NC(=N1)NC)N1CCN(CC1)C)(F)F (N-[(2-trifluoromethyl-phenyl)methyl]-1-[4-(methylamino)-6-(4-methyl-1-piperazinyl)-1,3,5-triazin-2-yl]-3-piperidinecarboxamide). Reaction conditions: temperature 0 celsius, time 2 hour. Reaction SMILES: [CH3:1][NH:2][C:3]1[N:8]=[C:7]([N:9]2[CH2:14][CH2:13][N:12]([CH3:15])[CH2:11][CH2:10]2)[N:6]=[C:5]([N:16]2[CH2:21][CH2:20][CH2:19][CH:18]([C:22](O)=[O:23])[CH2:17]2)[N:4]=1.[F:25][C:26]([F:36])([F:35])[C:27]1[CH:32]=[CH:31][CH:30]=[CH:29][C:28]=1[CH2:33][NH2:34].CN(C1C=CC=CN=1)C.CCN=C=NCCCN(C)C>C(Cl)Cl.CN(C=O)C.CO>[F:25][C:26]([F:35])([F:36])[C:27]1[CH:32]=[CH:31][CH:30]=[CH:29][C:28]=1[CH2:33][NH:34][C:22]([CH:18]1[CH2:19][CH2:20][CH2:21][N:16]([C:5]2[N:4]=[C:3]([NH:2][CH3:1])[N:8]=[C:7]([N:9]3[CH2:10][CH2:11][N:12]([CH3:15])[CH2:13][CH2:14]3)[N:6]=2)[CH2:17]1)=[O:23]. Starting materials: Cl (HCl), [Cl-].ClC=[N+](C)C ((Chloromethylene)dimethyl ammonium chloride), Cl (HCl), C([O-])([O-])=O.[Na+].[Na+] (sodium carbonate), [OH-].[Na+] (sodium hydroxide), Cl (HCl), S(=O)(=O)(O)O.NC=1N=CC(C(N1)O)(O)N.NC=1N=CC(C(N1)O)(N)O (2,5-Diamino-4,5-dihydroxypyrimidine hemisulfate), C[N+](=CCl)C.[Cl-] (Vilsmeier reagent). The solvent is C(Cl)(Cl)Cl (chloroform), O (water), C(Cl)(Cl)Cl (chloroform). Run at time 20 hour. Product: ClC1=NC(=NC(=C1N=CN(C)C)Cl)N=CN(C)C (4,6-Dichloro-2,5-bis-{[(dimethylamino)methylene]amino}pyrimidine). The yield is 81.0%. Reaction SMILES: S(O)(O)(=O)=O.[NH2:6][C:7]1[N:8]=[CH:9][C:10]([NH2:15])(O)[CH:11](O)[N:12]=1.N[C:17]1[N:18]=[CH:19]C(O)(N)C(O)N=1.[ClH:26].[Cl-:27].Cl[CH:29]=[N+:30]([CH3:32])[CH3:31].[OH-].[Na+].[C:35](=O)([O-])[O-].[Na+].[Na+]>C(Cl)(Cl)Cl.O>[Cl:26][C:11]1[C:10]([N:15]=[CH:29][N:30]([CH3:32])[CH3:31])=[C:9]([Cl:27])[N:8]=[C:7]([N:6]=[CH:35][N:18]([CH3:17])[CH3:19])[N:12]=1 |f:0.1.2,4.5,6.7,8.9.10|. Procedure details: 2,5-Diamino-4,5-dihydroxypyrimidine hemisulfate (Sigma, 25.0 g, 0.131 mole) was stirred in chloroform (AR Mallinckrodt, 400 mL) in a 2 L-3-necked round bottom flask equipped with a reflux condenser (with source of nitrogen connected to the top of the condenser) and an exit for HCl gas connecting another neck of the flask to a NaOH trap. (Chloromethylene)dimethyl ammonium chloride (Vilsmeier reagent, Aldrich, 88.0 g, 0.651 mole as 95%) was washed into the flask with additional chloroform (400 mL)... Reactants: FC=1C=C(OC2=CC=C(C=O)C=C2)C=CC1F (4-(3,4-difluorophenoxy)benzaldehyde), CC(C(=O)NC1=CC(=C(C=C1)C)C1CCNCC1)C (2-methyl-N-[4-methyl-3-(4-piperidinyl)phenyl]propanamide). The product is FC=1C=C(OC2=CC=C(CN3CCC(CC3)C=3C=C(C=CC3C)NC(C(C)C)=O)C=C2)C=CC1F (N-(3-{1-[4-(3,4-DIFLUOROPHENOXY)BENZYL]-4-PIPERIDINYL}-4-METHYLPHENYL)-2-METHYLPROPANAMIDE). As a reaction SMILES: [F:1][C:2]1[CH:3]=[C:4]([CH:14]=[CH:15][C:16]=1[F:17])[O:5][C:6]1[CH:13]=[CH:12][C:9]([CH:10]=O)=[CH:8][CH:7]=1.[CH3:18][CH:19]([CH3:36])[C:20]([NH:22][C:23]1[CH:28]=[CH:27][C:26]([CH3:29])=[C:25]([CH:30]2[CH2:35][CH2:34][NH:33][CH2:32][CH2:31]2)[CH:24]=1)=[O:21]>>[F:1][C:2]1[CH:3]=[C:4]([CH:14]=[CH:15][C:16]=1[F:17])[O:5][C:6]1[CH:13]=[CH:12][C:9]([CH2:10][N:33]2[CH2:34][CH2:35][CH:30]([C:25]3[CH:24]=[C:23]([NH:22][C:20](=[O:21])[CH:19]([CH3:18])[CH3:36])[CH:28]=[CH:27][C:26]=3[CH3:29])[CH2:31][CH2:32]2)=[CH:8][CH:7]=1. Procedure details: Prepared by Procedure AA and Scheme AJ using 4-(3,4-difluorophenoxy)benzaldehyde and using 2-methyl-N-[4-methyl-3-(4-piperidinyl)phenyl]propanamide: ESMS m/e: 479.1 (M+H)+. The reactants are O (water), C(C)OC1=NC=NC(=C1CO)C(F)(F)F ((4-ethoxy-6-trifluoromethylpyrimidin-5-yl)-methanol), CO (methanol), P(Br)(Br)Br (phosphorus tribromide). Solvent: C(C)OCC (diethyl ether). Reaction conditions: temperature 0 celsius, time 1 hour. The product is BrCC=1C(=NC=NC1C(F)(F)F)OCC (5-bromomethyl-4-ethoxy-6-trifluoromethylpyrimidine). RXN SMILES: [CH2:1]([O:3][C:4]1[C:9]([CH2:10]O)=[C:8]([C:12]([F:15])([F:14])[F:13])[N:7]=[CH:6][N:5]=1)[CH3:2].P(Br)(Br)[Br:17].CO.O>C(OCC)C>[Br:17][CH2:10][C:9]1[C:4]([O:3][CH2:1][CH3:2])=[N:5][CH:6]=[N:7][C:8]=1[C:12]([F:15])([F:14])[F:13]. Procedure: A solution of 3.77 g (17.0 mmoles) of (4-ethoxy-6-trifluoromethylpyrimidin-5-yl)-methanol dissolved in 50 ml of diethyl ether was cooled to 0° C. Thereto was added 2.0 g (7.2 mmoles) of phosphorus tribromide. The mixture was stirred at room temperature for 1 hour. The resulting salt was dissolved using methanol. The resulting mixture was stirred for 1 hour to give rise to a reaction. The reaction mixture was poured into water, followed by extraction with diethyl ether. The resulting organic laye... The reactants are ClC=1C=C(CN2CC(OCC2)CN)C=CC1Cl ([4-(3,4-Dichlorobenzyl)morpholin-2-yl]methylamine), BrC1=CC=C(C=C1)N=C=O (1-bromo-4-isocyanatobenzene). The product is BrC1=CC=C(C=C1)NC(=O)NCC1CN(CCO1)CC1=CC(=C(C=C1)Cl)Cl (N-(4-Bromophenyl)-N′-{[4-(3,4-dichlorobenzyl)morpholin-2-yl]methyl}urea). Isolated yield 76.8%. RXN SMILES: [Cl:1][C:2]1[CH:3]=[C:4]([CH:14]=[CH:15][C:16]=1[Cl:17])[CH2:5][N:6]1[CH2:11][CH2:10][O:9][CH:8]([CH2:12][NH2:13])[CH2:7]1.[Br:18][C:19]1[CH:24]=[CH:23][C:22]([N:25]=[C:26]=[O:27])=[CH:21][CH:20]=1>>[Br:18][C:19]1[CH:24]=[CH:23][C:22]([NH:25][C:26]([NH:13][CH2:12][CH:8]2[O:9][CH2:10][CH2:11][N:6]([CH2:5][C:4]3[CH:14]=[CH:15][C:16]([Cl:17])=[C:2]([Cl:1])[CH:3]=3)[CH2:7]2)=[O:27])=[CH:21][CH:20]=1. Procedure details: Example 20 was prepared in an analogous manner to Example 1 using a mixture of Intermediate 3 (0.025 g) and 1-bromo-4-isocyanatobenzene (0.027 g) to give the title compound (0.033 g). LC-MS (System A): Rt 2.49 mins, Mass Spectrum m/z 472 [MH+]. Reactants: COC=1C=C2C=C(C=NC2=CC1)[N+](=O)[O-] (6-Methoxy-3-nitroquinoline), crude product. Solvent: C(Cl)(Cl)Cl (CHCl3). Run at temperature 4 celsius, time 10 minute. Yields the product COC=1C=C2C=C(C=NC2=CC1)N (6-Methoxy-3-aminoquinoline). Isolated yield 44.7%. Reaction SMILES: [CH3:1][O:2][C:3]1[CH:4]=[C:5]2[C:10](=[CH:11][CH:12]=1)[N:9]=[CH:8][C:7]([N+:13]([O-])=O)=[CH:6]2>C(Cl)(Cl)Cl>[CH3:1][O:2][C:3]1[CH:4]=[C:5]2[C:10](=[CH:11][CH:12]=1)[N:9]=[CH:8][C:7]([NH2:13])=[CH:6]2. Procedure: 21.2 g (0.104 mole) of the nitroquinoline 14 was added portionwise to a 1.0 L beaker containing 320 mL conc. HCI at 50° C., with vigorous stirring. Then the heating bath was removed and 71.0 g of SnCl2 ·2H2O (0.312 mole, finely ground) was added portionwise over 2-3 min (the temperature of the mixture reached 80° C.). The mixture was stirred vigorously for 10 min, and diluted with water to 1.0 L. The pH was adjusted to 9 using 5M NaOH (900-950 mL) and the aqueous layer (2.0 L) was cooled to 4° C... RXN SMILES: [CH3:1][c:2]1[cH:3][c:4](-[c:28]2[cH:29][cH:30][cH:31][cH:32][cH:33]2)[n:5][n:6]1[CH2:7][c:8]1[cH:9][cH:10][c:11]([CH2:12][O:13][c:14]2[cH:15][cH:16][c:17]([CH2:20][CH2:21][C:22](=[O:23])[O:24][CH3:25])[cH:18][cH:19]2)[cH:26][cH:27]1.[CH3:35][OH:36].[ClH:34].[Na+:43].[O:37]1[CH2:38][CH2:39][CH2:40][CH2:41]1.[OH-:42].[OH2:44]>>[CH3:1][c:2]1[cH:3][c:4](-[c:28]2[cH:29][cH:30][cH:31][cH:32][cH:33]2)[n:5][n:6]1[CH2:7][c:8]1[cH:9][cH:10][c:11]([CH2:12][O:13][c:14]2[cH:15][cH:16][c:17]([CH2:20][CH2:21][C:22](=[O:23])[OH:24])[cH:18][cH:19]2)[cH:26][cH:27]1. Product: Cc1cc(-c2ccccc2)nn1Cc1ccc(COc2ccc(CCC(=O)O)cc2)cc1. Reactants: COC(=O)CCc1ccc(OCc2ccc(Cn3nc(-c4ccccc4)cc3C)cc2)cc1, CO, Cl, [Na+], C1CCOC1, [OH-], O. The yield is 98.1%. RXN SMILES: Br[C:2]1[CH:3]=[C:4]2[C:9](=[CH:10][CH:11]=1)[N:8]=[CH:7][C:6]([C:12]([CH:14]1[CH2:16][CH2:15]1)=[O:13])=[C:5]2[NH:17][C:18]1[CH:32]=[CH:31][C:21]([CH2:22][NH:23][C:24](=[O:30])[O:25][C:26]([CH3:29])([CH3:28])[CH3:27])=[CH:20][CH:19]=1.[Cl:33][C:34]1[CH:39]=[C:38](B2OC(C)(C)C(C)(C)O2)[CH:37]=[C:36]([F:49])[C:35]=1[OH:50]>>[Cl:33][C:34]1[CH:39]=[C:38]([C:2]2[CH:3]=[C:4]3[C:9](=[CH:10][CH:11]=2)[N:8]=[CH:7][C:6]([C:12]([CH:14]2[CH2:16][CH2:15]2)=[O:13])=[C:5]3[NH:17][C:18]2[CH:32]=[CH:31][C:21]([CH2:22][NH:23][C:24](=[O:30])[O:25][C:26]([CH3:27])([CH3:29])[CH3:28])=[CH:20][CH:19]=2)[CH:37]=[C:36]([F:49])[C:35]=1[OH:50]. Yields the product ClC=1C=C(C=C(C1O)F)C=1C=C2C(=C(C=NC2=CC1)C(=O)C1CC1)NC1=CC=C(CNC(OC(C)(C)C)=O)C=C1 (tert-Butyl 4-[6-(3-chloro-5-fluoro-4-hydroxyphenyl)-3-(cyclopropanecarbonyl)quinolin-4-ylamino]benzylcarbamate). Reactants: BrC=1C=C2C(=C(C=NC2=CC1)C(=O)C1CC1)NC1=CC=C(CNC(OC(C)(C)C)=O)C=C1 (tert-butyl 4-[6-bromo-3-(cyclopropanecarbonyl)quinolin-4-ylamino]benzylcarbamate), ClC1=C(C(=CC(=C1)B1OC(C(O1)(C)C)(C)C)F)O (2-chloro-6-fluoro-4-(4,4,5,5-tetramethyl-1,3,2-dioxaborolan-2-yl)phenol). Procedure details: Following general procedure F, tert-butyl 4-[6-bromo-3-(cyclopropanecarbonyl)quinolin-4-ylamino]benzylcarbamate (63 mg, 0.127 mmol) was reacted with 2-chloro-6-fluoro-4-(4,4,5,5-tetramethyl-1,3,2-dioxaborolan-2-yl)phenol (52 mg, 0.191 mmol) to afford the crude product (70 mg) as a yellow solid: ESI MS m/z 562 [C31H29ClFN3O4+H]+.